Dataset: the Open Reaction Database (ORD), a public repository of structured organic reaction records. Task: describe an organic reaction: reactants, conditions, products, and yield Starting materials: OC=1C=C(C=O)C=CC1[N+](=O)[O-] (3-hydroxy-4-nitrobenzaldehyde), COCCOCCl (2-methoxyethoxymethyl chloride), COC=1C=C(CC#N)C=CC1OC (3,4-dimethoxybenzyl cyanide). The product is COC=1C=C(C=CC1OC)/C(/C#N)=C/C1=CC(=C(C=C1)[N+](=O)[O-])OCOCCOC ((Z)-2-(3,4-dimethoxy-phenyl)-3-[3-(2-methoxy-ethoxymethoxy)-4-nitro-phenyl]-acrylonitrile). Isolated yield 32.7%. As a reaction SMILES: [OH:1][C:2]1[CH:3]=[C:4]([CH:7]=[CH:8][C:9]=1[N+:10]([O-:12])=[O:11])[CH:5]=O.[CH3:13][O:14][CH2:15][CH2:16][O:17][CH2:18]Cl.[CH3:20][O:21][C:22]1[CH:23]=[C:24]([CH:28]=[CH:29][C:30]=1[O:31][CH3:32])[CH2:25][C:26]#[N:27]>>[CH3:20][O:21][C:22]1[CH:23]=[C:24](/[C:25](=[CH:5]/[C:4]2[CH:7]=[CH:8][C:9]([N+:10]([O-:12])=[O:11])=[C:2]([O:1][CH2:13][O:14][CH2:15][CH2:16][O:17][CH3:18])[CH:3]=2)/[C:26]#[N:27])[CH:28]=[CH:29][C:30]=1[O:31][CH3:32]. Reported procedure: The hydroxyl group of 3-hydroxy-4-nitrobenzaldehyde (0.67 g) was protected by use of 2-methoxyethoxymethyl chloride (0.50 g) in accordance with (production process 1), to thereby produce an MEM form (0.97 g, yield: 95%). The resultant MEM form (944 mg) and 3,4-dimethoxybenzyl cyanide (673 mg) were subjected to condensation in accordance with process B of (production process 2), to thereby produce (Z)-2-(3,4-dimethoxy-phenyl)-3-[3-(2-methoxy-ethoxymethoxy)-4-nitro-phenyl]-acrylonitrile (515 mg, y... The reactants are BrC1=CC(=C(OCC[C@H]2[C@H](C2)C2CCN(CC2)C(=O)OCC2=CC=CC=C2)C=C1F)F (Benzyl 4-{(1R,2S)-2-[2-(4-bromo-2,5 difluorophenoxy)ethyl]cyclopropyl}piperidine-1-carboxylate), [Cl-].C(C)(C)(C)OC(C[Zn+])=O (2-tert-butoxy-2-oxoethylzinc chloride), C(C)OCC (diethyl ether), CC(C)C1=CC(=C(C(=C1)C(C)C)C2=C(C=CC=C2)P(C3CCCCC3)C4CCCCC4)C(C)C (X-Phos). The reagents and catalysts are C=1C=CC(=CC1)/C=C/C(=O)/C=C/C2=CC=CC=C2.C=1C=CC(=CC1)/C=C/C(=O)/C=C/C2=CC=CC=C2.C=1C=CC(=CC1)/C=C/C(=O)/C=C/C2=CC=CC=C2.[Pd].[Pd] (Pd2(dba)3). The solvent is C1CCOC1 (THF). Reaction conditions: temperature 65 celsius. Yields the product C(C)(C)(C)OC1(C(OCC[C@H]2[C@H](C2)C2CCN(CC2)C(=O)OCC2=CC=CC=C2)C=C(C=C1CC=O)F)F (Benzyl 4-{(1R,2S)-2-[2-(2-tert-butoxy-2-oxoethyl-2,5-difluorophenoxy)ethyl]cyclopropyl}piperidine-1-carboxylate). Reaction SMILES: Br[C:2]1[C:29]([F:30])=[CH:28][C:5]([O:6][CH2:7][CH2:8][C@@H:9]2[CH2:11][C@@H:10]2[CH:12]2[CH2:17][CH2:16][N:15]([C:18]([O:20][CH2:21][C:22]3[CH:27]=[CH:26][CH:25]=[CH:24][CH:23]=3)=[O:19])[CH2:14][CH2:13]2)=[C:4]([F:31])[CH:3]=1.[Cl-].[C:33]([O:37]C(=O)C[Zn+])([CH3:36])([CH3:35])[CH3:34].[CH2:42]([O:44]CC)[CH3:43].CC(C1C=C(C(C)C)C(C2C=CC=CC=2P(C2CCCCC2)C2CCCCC2)=C(C(C)C)C=1)C>C1COCC1.C1C=CC(/C=C/C(/C=C/C2C=CC=CC=2)=O)=CC=1.C1C=CC(/C=C/C(/C=C/C2C=CC=CC=2)=O)=CC=1.C1C=CC(/C=C/C(/C=C/C2C=CC=CC=2)=O)=CC=1.[Pd].[Pd]>[C:33]([O:37][C:4]1([F:31])[C:3]([CH2:43][CH:42]=[O:44])=[CH:2][C:29]([F:30])=[CH:28][CH:5]1[O:6][CH2:7][CH2:8][C@@H:9]1[CH2:11][C@@H:10]1[CH:12]1[CH2:13][CH2:14][N:15]([C:18]([O:20][CH2:21][C:22]2[CH:23]=[CH:24][CH:25]=[CH:26][CH:27]=2)=[O:19])[CH2:16][CH2:17]1)([CH3:36])([CH3:35])[CH3:34] |f:1.2,6.7.8.9.10|. Procedure details: Benzyl 4-{(1R,2S)-2-[2-(4-bromo-2,5 difluorophenoxy)ethyl]cyclopropyl}piperidine-1-carboxylate (0.540 g, 1.09 mmol) in THF (5 ml) was added 0.5 M 2-tert-butoxy-2-oxoethylzinc chloride in diethyl ether (5.46 ml, 2.73 mmol), followed by Pd2(dba)3 (50 mg, 0.055 mmol) and 52 mg X-Phos. The vessel was evacuated and back filled with nitrogen (3×) and the mixture was heated at 65° C. overnight. Saturated ammonium chloride (10 ml) was added and the mixture extracted with EtOAc (15 ml). The organic layer... The reactants are O=C([O-])O, COC(=O)c1sc(-c2cccc(NC3CCNCC3)c2)c(Br)c1OCC(=O)OC(C)(C)C, Cc1cccc(C)c1CS(=O)(=O)Cl, ClCCl, [Na+]. Product: COC(=O)c1sc(-c2cccc(NC3CCN(S(=O)(=O)Cc4c(C)cccc4C)CC3)c2)c(Br)c1OCC(=O)OC(C)(C)C. Reaction SMILES: [C:46](=[O:47])([OH:48])[O-:49].[CH3:1][O:2][C:3](=[O:4])[c:5]1[s:6][c:7](-[c:20]2[cH:21][c:22]([NH:26][CH:27]3[CH2:28][CH2:29][NH:30][CH2:31][CH2:32]3)[cH:23][cH:24][cH:25]2)[c:8]([Br:19])[c:9]1[O:10][CH2:11][C:12](=[O:13])[O:14][C:15]([CH3:16])([CH3:17])[CH3:18].[CH3:33][c:34]1[c:35]([CH2:36][S:37](=[O:38])(=[O:39])[Cl:40])[c:41]([CH3:45])[cH:42][cH:43][cH:44]1.[Cl:51][CH2:52][Cl:53].[Na+:50]>>[CH3:1][O:2][C:3](=[O:4])[c:5]1[s:6][c:7](-[c:20]2[cH:21][c:22]([NH:26][CH:27]3[CH2:28][CH2:29][N:30]([S:37]([CH2:36][c:35]4[c:34]([CH3:33])[cH:44][cH:43][cH:42][c:41]4[CH3:45])(=[O:38])=[O:39])[CH2:31][CH2:32]3)[cH:23][cH:24][cH:25]2)[c:8]([Br:19])[c:9]1[O:10][CH2:11][C:12](=[O:13])[O:14][C:15]([CH3:16])([CH3:17])[CH3:18]. Starting materials: S(O)(O)(=O)=O (sulfuric acid), [N+](=O)(O)[O-] (nitric acid), COC1=NC=CC=C1C (2-methoxy-3-methylpyridine), N (ammonia). Reaction conditions: temperature 0 celsius, time 1 hour. The product is COC1=NC=C(C=C1C)[N+](=O)[O-] (2-Methoxy-3-methyl-5-nitropyridine). Yield: 74.0%. As a reaction SMILES: S(=O)(=O)(O)O.[N+:6]([O-:9])(O)=[O:7].[CH3:10][O:11][C:12]1[C:17]([CH3:18])=[CH:16][CH:15]=[CH:14][N:13]=1.N>>[CH3:10][O:11][C:12]1[C:17]([CH3:18])=[CH:16][C:15]([N+:6]([O-:9])=[O:7])=[CH:14][N:13]=1. Procedure: Concentrated sulfuric acid (5 ml) and fuming nitric acid (5 ml) were added to 2-methoxy-3-methylpyridine (1.61 g, 13.1 mmol) under ice cooling, and stirred at 0° C. for 1 hour and further stirred at room temperature overnight. The reaction mixture was poured onto ice, neutralized with ammonia solution, extracted with ethyl acetate, dried over magnesium sulfate, the solvent was evaporated, thereby yielding the title compound (1.63 g, 9.71 mmol, and 74%). Starting materials: COC(=O)c1ccc(CBr)cc1, O=C([O-])[O-], CN(C)C=O, CCOC(C)=O, CC(C)(C)OC(=O)c1cc(-c2cc(Cl)cc(Cl)c2)n[nH]1, [Cs+], [Cs+]. The product is COC(=O)c1ccc(Cn2nc(-c3cc(Cl)cc(Cl)c3)cc2C(=O)OC(C)(C)C)cc1. As a reaction SMILES: [Br:27][CH2:28][c:29]1[cH:30][cH:31][c:32]([C:33](=[O:34])[O:35][CH3:36])[cH:37][cH:38]1.[C:21](=[O:22])([O-:23])[O-:24].[CH3:39][N:40]([CH3:41])[CH:42]=[O:43].[CH3:44][CH2:45][O:46][C:47](=[O:48])[CH3:49].[Cl:1][c:2]1[cH:3][c:4](-[c:9]2[n:10][nH:11][c:12]([C:14](=[O:15])[O:16][C:17]([CH3:18])([CH3:19])[CH3:20])[cH:13]2)[cH:5][c:6]([Cl:8])[cH:7]1.[Cs+:25].[Cs+:26]>>[Cl:1][c:2]1[cH:3][c:4](-[c:9]2[n:10][n:11]([CH2:28][c:29]3[cH:30][cH:31][c:32]([C:33](=[O:34])[O:35][CH3:36])[cH:37][cH:38]3)[c:12]([C:14](=[O:15])[O:16][C:17]([CH3:18])([CH3:19])[CH3:20])[cH:13]2)[cH:5][c:6]([Cl:8])[cH:7]1. Reactants: C1(=CC=CC=C1)C1(CCCC1)O (1-Phenylcyclopentanol), [N-]=[N+]=[N-].[Na+] (NaN3), C(=O)(C(F)(F)F)O (TFA). Isolated yield 92.4%. Procedure details: 1-Phenylcyclopentanol (16.3 g, 100 mmol) was treated with NaN3 (s) (20 g, 310 mmol) and TFA (65 g) in CHCl3 (170 mL) at about 0-5° C., according to the procedure described in Preparation 87, to produce crude 1-phenyl-cyclohexylazide (18.6 g, GC-MS m/z 187). Reaction SMILES: [C:1]1([C:7]2(O)[CH2:11][CH2:10][CH2:9][CH2:8]2)[CH:6]=[CH:5][CH:4]=[CH:3][CH:2]=1.[N-:13]=[N+:14]=[N-:15].[Na+].[C:17](O)(C(F)(F)F)=O>C(Cl)(Cl)Cl>[C:7]1([C:1]2([N:13]=[N+:14]=[N-:15])[CH2:2][CH2:3][CH2:4][CH2:5][CH2:6]2)[CH:11]=[CH:10][CH:9]=[CH:8][CH:17]=1 |f:1.2|. Solvent: C(Cl)(Cl)Cl (CHCl3). The product is C1(=CC=CC=C1)C1(CCCCC1)N=[N+]=[N-] (1-phenyl-cyclohexylazide). Reactants: COCc1ccc(Br)c(C#N)n1, CO, [K+], [OH-], O. Yields the product COCc1ccc(Br)c(C(=O)O)n1. Reaction SMILES: [Br:1][c:2]1[c:3]([C:11]#[N:12])[n:4][c:5]([CH2:8][O:9][CH3:10])[cH:6][cH:7]1.[CH3:15][OH:16].[K+:14].[OH-:13].[OH2:17]>>[Br:1][c:2]1[c:3]([C:11](=[O:13])[OH:16])[n:4][c:5]([CH2:8][O:9][CH3:10])[cH:6][cH:7]1. Reactants: CC[O-], CCOC(=O)c1oc(Cl)nc1C(F)(F)F, [Na+]. Product: CCOC(=O)c1oc(OCC)nc1C(F)(F)F. RXN SMILES: [CH3:16][CH2:17][O-:18].[Cl:1][c:2]1[o:3][c:4]([C:11](=[O:12])[O:13][CH2:14][CH3:15])[c:5]([C:7]([F:8])([F:9])[F:10])[n:6]1.[Na+:19]>>[c:2]1([O:18][CH2:17][CH3:16])[o:3][c:4]([C:11](=[O:12])[O:13][CH2:14][CH3:15])[c:5]([C:7]([F:8])([F:9])[F:10])[n:6]1. The reactants are CC(C)C(NC(=O)Cc1cc(F)cc(F)c1)C(=O)O, COC(=O)C(CCSC)NC(=O)Cc1cc(F)cc(F)c1. Yields the product CSCCC(NC(=O)Cc1cc(F)cc(F)c1)C(=O)O. As a reaction SMILES: [F:1][c:2]1[cH:3][c:4]([CH2:5][C:6]([NH:7][CH:8]([C:9]([OH:10])=[O:11])[CH:12]([CH3:13])[CH3:14])=[O:15])[cH:16][c:17]([F:18])[cH:19]1.[F:20][c:21]1[cH:22][c:23]([CH2:28][C:29](=[O:30])[NH:31][CH:32]([CH2:33][CH2:34][S:35][CH3:36])[C:37](=[O:38])[O:39][CH3:40])[cH:24][c:25]([F:27])[cH:26]1>>[F:20][c:21]1[cH:22][c:23]([CH2:28][C:29](=[O:30])[NH:31][CH:32]([CH2:33][CH2:34][S:35][CH3:36])[C:37](=[O:38])[OH:39])[cH:24][c:25]([F:27])[cH:26]1. Reactants: Cl, CS(=O)(=O)Oc1ccc(-c2c3ccccc3c(I)c3sc4ccccc4c23)cc1, [Na+], C1CCOC1, [OH-], O. The product is Oc1ccc(-c2c3ccccc3c(I)c3sc4ccccc4c23)cc1. Reaction SMILES: [ClH:32].[I:1][c:2]1[c:3]2[cH:4][cH:5][cH:6][cH:7][c:8]2[c:9](-[c:19]2[cH:20][cH:21][c:22]([O:25][S:26]([CH3:27])(=[O:28])=[O:29])[cH:23][cH:24]2)[c:10]2[c:11]3[c:12]([s:13][c:14]12)[cH:15][cH:16][cH:17][cH:18]3.[Na+:31].[O:33]1[CH2:34][CH2:35][CH2:36][CH2:37]1.[OH-:30].[OH2:38]>>[I:1][c:2]1[c:3]2[cH:4][cH:5][cH:6][cH:7][c:8]2[c:9](-[c:19]2[cH:20][cH:21][c:22]([OH:25])[cH:23][cH:24]2)[c:10]2[c:11]3[c:12]([s:13][c:14]12)[cH:15][cH:16][cH:17][cH:18]3.